From a dataset of the Open Reaction Database (ORD), a public repository of structured organic reaction records. describe an organic reaction: reactants, conditions, products, and yield Reactants: ClC1=C(C=C2CC(C(C2=C1Cl)=O)(CC#C[Si](C)(C)C)C1=CC=C(C=C1)F)OCC(=O)OCC (ethyl [6,7-dichloro-1-oxo-2-(p-fluorophenyl)-2-(3-(trimethylsilyl)-2-propynyl)-5-indanyloxy]acetate), [OH-].[Na+] (sodium hydroxide). Run in C(C)O (ethanol). Product: ClC1=C(C=C2CC(C(C2=C1Cl)=O)C1=CC=C(C=C1)F)OCC(=O)O ([6,7-Dichloro-1-oxo-2-(p-fluorophenyl)-5-indanyloxy]acetic Acid). RXN SMILES: [Cl:1][C:2]1[C:10]([Cl:11])=[C:9]2[C:5]([CH2:6][C:7]([C:20]3[CH:25]=[CH:24][C:23]([F:26])=[CH:22][CH:21]=3)(CC#C[Si](C)(C)C)[C:8]2=[O:12])=[CH:4][C:3]=1[O:27][CH2:28][C:29]([O:31]CC)=[O:30].[OH-].[Na+]>C(O)C>[Cl:1][C:2]1[C:10]([Cl:11])=[C:9]2[C:5]([CH2:6][CH:7]([C:20]3[CH:21]=[CH:22][C:23]([F:26])=[CH:24][CH:25]=3)[C:8]2=[O:12])=[CH:4][C:3]=1[O:27][CH2:28][C:29]([OH:31])=[O:30] |f:1.2|. Procedure: Desilylation and hydrolysis of ethyl [6,7-dichloro-1-oxo-2-(p-fluorophenyl)-2-(3-(trimethylsilyl)-2-propynyl)-5-indanyloxy]acetate with sodium hydroxide in ethanol according to the procedure of Example 1, STEP (c), affords the title compound, m.p. 189°-190°. Starting materials: NC1=NC=CC=C1OCC1=C(C=CC=C1)OC (2-amino-3-(2-methoxybenzyloxy)pyridine), S(=O)(=O)(C1=CC=C(C)C=C1)OC(C(C)=O)CC#C (3-tosyloxy-5-hexyn-2-one). The solvent is C(C)O (ethanol). Yields the product COC1=C(COC=2C=3N(C=CC2)C(=C(N3)C)CC#C)C=CC=C1 (8-(2-methoxybenzyloxy)-2-methyl-3-(2-propynyl)imidazo[1,2-a]pyridine). The yield is 32.0%. RXN SMILES: [NH2:1][C:2]1[C:7]([O:8][CH2:9][C:10]2[CH:15]=[CH:14][CH:13]=[CH:12][C:11]=2[O:16][CH3:17])=[CH:6][CH:5]=[CH:4][N:3]=1.S(OC(CC#C)C(=O)C)([C:21]1[CH:27]=[CH:26][C:24](C)=[CH:23][CH:22]=1)(=O)=O>C(O)C>[CH3:17][O:16][C:11]1[CH:12]=[CH:13][CH:14]=[CH:15][C:10]=1[CH2:9][O:8][C:7]1[C:2]2[N:3]([C:21]([CH2:22][C:23]#[CH:24])=[C:27]([CH3:26])[N:1]=2)[CH:4]=[CH:5][CH:6]=1. Procedure: A solution of 2-amino-3-(2-methoxybenzyloxy)pyridine (3.50 g) and 3-tosyloxy-5-hexyn-2-one (4.86 g) in ethanol (30 ml) was stirred and refluxed for 24 hours and then evaporated in vacuo. To the residue was added an aqueous solution of sodium bicarbonate and the mixture was extracted with ethyl acetate. The extract was washed with water, dried over magnesium sulfate and evaporated in vacuo. The oily residue was purified by column chromatography on silica gel (50 g) using chloroform as an eluent t... The reactants are O=C([O-])O, CCOC(C)=O, CC(C)=O, Cl, CC1(C)SC2C(NC(=O)C(N)c3ccc(O)cc3)C(=O)N2C1c1nnn[nH]1, [Na+], O=C=Nc1ccccc1, O. Product: CC1(C)SC2C(NC(=O)C(NC(=O)Nc3ccccc3)c3ccc(O)cc3)C(=O)N2C1c1nnn[nH]1. As a reaction SMILES: [C:28](=[O:29])([OH:30])[O-:31].[CH3:43][CH2:44][O:45][C:46](=[O:47])[CH3:48].[CH3:50][C:51]([CH3:52])=[O:53].[ClH:42].[NH2:1][CH:2]([C:3](=[O:4])[NH:5][CH:6]1[CH:7]2[N:8]([CH:9]([c:14]3[n:15][n:16][n:17][nH:18]3)[C:10]([CH3:12])([CH3:13])[S:11]2)[C:19]1=[O:20])[c:21]1[cH:22][cH:23][c:24]([OH:27])[cH:25][cH:26]1.[Na+:32].[O:33]=[C:34]=[N:35][c:36]1[cH:37][cH:38][cH:39][cH:40][cH:41]1.[OH2:49]>>[NH:1]([CH:2]([C:3](=[O:4])[NH:5][CH:6]1[CH:7]2[N:8]([CH:9]([c:14]3[n:15][n:16][n:17][nH:18]3)[C:10]([CH3:12])([CH3:13])[S:11]2)[C:19]1=[O:20])[c:21]1[cH:22][cH:23][c:24]([OH:27])[cH:25][cH:26]1)[C:34](=[O:33])[NH:35][c:36]1[cH:37][cH:38][cH:39][cH:40][cH:41]1. Reactants: C(C1=CC=CC=C1)OC1=CC=2CC[C@H]3[C@@H]4CCC([C@@]4(C)CC[C@@H]3C2C=C1N(C)C)=O (3-Benzyloxy-2-dimethylaminoestra-1,3,5(10)-trien-17-one). Reagents/catalysts: [Pd] (palladium on carbon). Solvent: C1CCOC1 (THF). Conditions: time 1 hour. The product is CN(C=1C(=CC=2CC[C@H]3[C@@H]4CCC([C@@]4(C)CC[C@@H]3C2C1)=O)O)C (2-Dimethylamino-3-hydroxyestra-1,3,5(10)-trien-17-one). Isolated yield 89.3%. RXN SMILES: C([O:8][C:9]1[C:26]([N:27]([CH3:29])[CH3:28])=[CH:25][C:24]2[C@@H:23]3[C@H:14]([C@H:15]4[C@@:19]([CH2:21][CH2:22]3)([CH3:20])[C:18](=[O:30])[CH2:17][CH2:16]4)[CH2:13][CH2:12][C:11]=2[CH:10]=1)C1C=CC=CC=1>C1COCC1.[Pd]>[CH3:29][N:27]([CH3:28])[C:26]1[C:9]([OH:8])=[CH:10][C:11]2[CH2:12][CH2:13][C@@H:14]3[C@@H:23]([C:24]=2[CH:25]=1)[CH2:22][CH2:21][C@@:19]1([CH3:20])[C@H:15]3[CH2:16][CH2:17][C:18]1=[O:30]. Procedure details: To a solution of 3-benzyloxy-2-dimethylaminoestra-1,3,5(10)-trien-17-one (81, 0.666 g, 1.65 mmol) in THF (30 mL) was added 10% palladium on carbon (0.200 g). The reaction mixture was stirred for 1 h under a hydrogen atmosphere at room temperature. After the catalyst was filtered, the solvent was evaporated at reduced pressure. The residue was purified by column chromatography (silica gel) using n-hexane:EtOAc (3:1→2:1, v/v) to afford 0.462 g of 82 (89% yield) mp: 160-161° C. The reactants are CC1=C(N=CN1)CSCCN (2-(5-Methyl-4-imidazolylmethylthio)ethylamine), C(C(=O)N)(=S)[O-].[K+] (potassium thiooxamate), Cl (hydrochloric acid). Yields the product CC1=C(N=CN1)CSCCNNC(C(=S)O)=O (N-[2-(5-methyl-4-imidazolylmethylthio)ethylamino]thiooxamic acid). Solvent: O (water). Reported procedure: 2-(5-Methyl-4-imidazolylmethylthio)ethylamine is added to a solution of potassium thiooxamate in water. After 2 hours at room temperature the solution is acidified with hydrochloric acid to yield N-[2-(5-methyl-4-imidazolylmethylthio)ethylamino]thiooxamic acid. This is then reacted with 2-(5-methyl-4-imidazolylmethylthio)ethylamine and trilead tetroxide according to the general procedure of Example 2 to yield N,N'-bis-[2-(5-methyl-4-imidazolylmethylthio)ethyl]amidinoformic acid. RXN SMILES: [CH3:1][C:2]1[NH:6][CH:5]=[N:4][C:3]=1[CH2:7][S:8][CH2:9][CH2:10][NH2:11].[C:12]([O-:17])(=[S:16])[C:13]([NH2:15])=[O:14].[K+].Cl>O>[CH3:1][C:2]1[NH:6][CH:5]=[N:4][C:3]=1[CH2:7][S:8][CH2:9][CH2:10][NH:11][NH:15][C:13](=[O:14])[C:12]([OH:17])=[S:16] |f:1.2|.